From a dataset of the Open Reaction Database (ORD), a public repository of structured organic reaction records. describe an organic reaction: reactants, conditions, products, and yield The reactants are FC(C=1NC(=C(C(C1C(=O)OCC)C(C)C)C(=O)OCC)C(F)(F)F)(F)F (diethyl 2,6-bis(trifluoromethyl)-1,4-dihydro-4-isopropyl-3,5-pyridinedicarboxylate), C1CCC2=NCCCN2CC1 (DBU), C1CCOC1 (THF). Solvent: O (water). Product: FC(C1=NC(=C(C(=C1C(=O)OCC)C(C)C)C(=O)OCC)C(F)(F)F)F (diethyl 2-(difluoromethyl)-4-isopropyl-6-(trifluoromethyl)-3,5-pyridinedicarboxylate). The yield is 37.8%. As a reaction SMILES: [F:1][C:2]([F:27])([F:26])[C:3]1[NH:4][C:5]([C:22](F)([F:24])[F:23])=[C:6]([C:17]([O:19][CH2:20][CH3:21])=[O:18])[CH:7]([CH:14]([CH3:16])[CH3:15])[C:8]=1[C:9]([O:11][CH2:12][CH3:13])=[O:10].C1CCN2C(=NCCC2)CC1.C1COCC1>O>[F:24][CH:22]([F:23])[C:5]1[C:6]([C:17]([O:19][CH2:20][CH3:21])=[O:18])=[C:7]([CH:14]([CH3:15])[CH3:16])[C:8]([C:9]([O:11][CH2:12][CH3:13])=[O:10])=[C:3]([C:2]([F:27])([F:1])[F:26])[N:4]=1. Procedure: A mixture of 50.0 g (0.124 mole) of diethyl 2,6-bis(trifluoromethyl)-1,4-dihydro-4-isopropyl-3,5-pyridinedicarboxylate, 18.87 g (0.124 mole) of DBU and 200 ml of THF is held at reflux for 18 hours and poured into water and extracted with ether. The ether extract is washed with diluted hydrochloric acid, dried (MgSO4) and concentrated. The residue is kugelrohr distilled at 1 torr to give 17.97 g (37.8%) of the desired product which is a liquid, nD25 1.4465. Reactants: O=C(Cl)CC12CC3CC(CC(C3)C1)C2, Nc1ccnc2c1CCN(Cc1ccccc1)C2, [Cl-], C1COCCO1. Product: O=C(CC12CC3CC(CC(C3)C1)C2)Nc1ccnc2c1CCN(Cc1ccccc1)C2. RXN SMILES: [C:19]12([CH2:29][C:30](=[O:31])[Cl:32])[CH2:20][CH:21]3[CH2:22][CH:23]([CH2:24][CH:25]([CH2:26]1)[CH2:27]3)[CH2:28]2.[CH2:1]([c:2]1[cH:3][cH:4][cH:5][cH:6][cH:7]1)[N:8]1[CH2:9][CH2:10][c:11]2[c:12]([NH2:18])[cH:13][cH:14][n:15][c:16]2[CH2:17]1.[Cl-:33].[O:34]1[CH2:35][CH2:36][O:37][CH2:38][CH2:39]1>>[CH2:1]([c:2]1[cH:3][cH:4][cH:5][cH:6][cH:7]1)[N:8]1[CH2:9][CH2:10][c:11]2[c:12]([NH:18][C:30]([CH2:29][C:19]34[CH2:20][CH:21]5[CH2:22][CH:23]([CH2:24][CH:25]([CH2:26]3)[CH2:27]5)[CH2:28]4)=[O:31])[cH:13][cH:14][n:15][c:16]2[CH2:17]1. The reactants are O[C@]1(CC[C@H]2[C@@H]3CCC4=CC(CCC4=C3[C@H](C[C@]12C)C1=CC=C(C=C1)C(C)O)=O)C(C(F)(F)F)(F)F ((8S,11R,13S,14S,17S)-17-hydroxy-11-[4-((RS)-1-hydroxyethyl)phenyl]-1 3-methyl-17-pentafluoroethyl-1,2,6,7,8,11,12,13,14,15,16,17-dodecahydrocyclopenta[a]phenanthren-3-one), C(C)(C)(C)OC(=O)N[C@H](C(=O)O)C ((S)-2-tert-butoxycarbonylaminopropionic acid). The product is O[C@]1(CC[C@H]2[C@@H]3CCC4=CC(CCC4=C3[C@H](C[C@]12C)C1=CC=C(C=C1)C(C)OC([C@H](C)NC(=O)OC(C)(C)C)=O)=O)C(C(F)(F)F)(F)F ((S)-2-tert-Butoxycarbonylaminopropionic acid (RS)-1-[4-((8S,11R,13S,-14S,17S)-17-hydroxy-13-methyl-3-oxo-17-pentafluoroethyl-2,3,6,7,8,11,12,13,14,15,16,17-dodecahydro-1H-cyclopenta[a]phenanthren-11-yl)phenyl]ethyl ester). Yield: 73.0%. RXN SMILES: [OH:1][C@:2]1([C:30]([F:36])([F:35])[C:31]([F:34])([F:33])[F:32])[C@:18]2([CH3:19])[C@H:5]([C@H:6]3[C:15]([C@@H:16]([C:20]4[CH:25]=[CH:24][C:23]([CH:26]([OH:28])[CH3:27])=[CH:22][CH:21]=4)[CH2:17]2)=[C:14]2[C:9](=[CH:10][C:11](=[O:29])[CH2:12][CH2:13]2)[CH2:8][CH2:7]3)[CH2:4][CH2:3]1.[C:37]([O:41][C:42]([NH:44][C@@H:45]([CH3:49])[C:46](O)=[O:47])=[O:43])([CH3:40])([CH3:39])[CH3:38]>>[OH:1][C@:2]1([C:30]([F:35])([F:36])[C:31]([F:32])([F:33])[F:34])[C@:18]2([CH3:19])[C@H:5]([C@H:6]3[C:15]([C@@H:16]([C:20]4[CH:21]=[CH:22][C:23]([CH:26]([O:28][C:46](=[O:47])[C@@H:45]([NH:44][C:42]([O:41][C:37]([CH3:40])([CH3:39])[CH3:38])=[O:43])[CH3:49])[CH3:27])=[CH:24][CH:25]=4)[CH2:17]2)=[C:14]2[C:9](=[CH:10][C:11](=[O:29])[CH2:12][CH2:13]2)[CH2:8][CH2:7]3)[CH2:4][CH2:3]1. Procedure details: In analogy to Example 5, 300 mg (0.59 mmol) of (8S,11R,13S,14S,17S)-17-hydroxy-11-[4-((RS)-1-hydroxyethyl)phenyl]-1 3-methyl-17-pentafluoroethyl-1,2,6,7,8,11,12,13,14,15,16,17-dodecahydrocyclopenta[a]phenanthren-3-one were converted using (S)-2-tert-butoxycarbonylaminopropionic acid and, after workup and purification, 294 mg (73%) of the title compounds were isolated as a colourless foam. Reactants: BrCC1CC1 (bromomethylcyclopropane), [H-].[Na+] (sodium hydride), oils, C(C)OC(=O)C1=NN2C(C(NCC2)=O)=C1 (4,5,6,7-tetrahydro-4-oxo-pyrazolo[1,5-a]pyrazine-2-carboxylic acid ethyl ester). The solvent is CN(C)C=O (DMF), O (water). Reaction conditions: time 15 minute. Product: C(C)OC(=O)C1=NN2C(C(N(CC2)CC2CC2)=O)=C1 (5-cyclopropylmethyl-4-oxo-4,5,6,7-tetrahydro-pyrazolo[1,5-a]pyrazine-2-carboxylic acid ethyl ester). Yield: 53.3%. As a reaction SMILES: [H-].[Na+].[CH2:3]([O:5][C:6]([C:8]1[CH:17]=[C:11]2[C:12](=[O:16])[NH:13][CH2:14][CH2:15][N:10]2[N:9]=1)=[O:7])[CH3:4].Br[CH2:19][CH:20]1[CH2:22][CH2:21]1>CN(C=O)C.O>[CH2:3]([O:5][C:6]([C:8]1[CH:17]=[C:11]2[C:12](=[O:16])[N:13]([CH2:19][CH:20]3[CH2:22][CH2:21]3)[CH2:14][CH2:15][N:10]2[N:9]=1)=[O:7])[CH3:4] |f:0.1|. Procedure: A 60% dispersion of sodium hydride in mineral oils (0.11 g, 2.74 mmol) was added to a stirred solution of 4,5,6,7-tetrahydro-4-oxo-pyrazolo[1,5-a]pyrazine-2-carboxylic acid ethyl ester (0.48 g, 2.28 mmol) in DMF (11.4 mL) at 0° C. The mixture was stirred at room temperature for 15 minutes and then bromomethylcyclopropane (0.26 mL, 2.74 mmol) was added. The mixture was stirred at room temperature for 16 hours, diluted with water and extracted with AcOEt. The organic layer was separated, washed wi... The reactants are C(C)C1=CC=C(CC2=C(C(=O)O)C=CC=C2)C=C1 (2-(4-Ethylbenzyl)benzoic acid), S(O)(O)(=O)=O (sulphuric acid). Run in O (water). Run at time 3 hour. The product is C(C)C1=CC=2C(C3=CC=CC=C3CC2C=C1)=O (2-ethylanthrone). As a reaction SMILES: [CH2:1]([C:3]1[CH:18]=[CH:17][C:6]([CH2:7][C:8]2[CH:16]=[CH:15][CH:14]=[CH:13][C:9]=2[C:10]([OH:12])=O)=[CH:5][CH:4]=1)[CH3:2].S(=O)(=O)(O)O>O>[CH2:1]([C:3]1[CH:4]=[CH:5][C:6]2[CH2:7][C:8]3[C:9](=[CH:13][CH:14]=[CH:15][CH:16]=3)[C:10](=[O:12])[C:17]=2[CH:18]=1)[CH3:2]. Reported procedure: 2-(4-Ethylbenzyl)benzoic acid (14 g) is added with stirring to sulphuric acid (200 ml) at 0° C. After 3 hours, the solution is poured into water and the product is extracted with ethyl acetate. The extract is washed with aqueous sodium carbonate, then dried and evaporated, to yield 2-ethylanthrone. Starting materials: P(Cl)(Cl)Cl (phosphorus trichloride), ester, P(O)(O)O (phosphorous acid), 3-N-Cyclohexyl-N-methylaminopropionic acid, C1(CCCCC1)NC (N-cyclohexyl-N-methylamine), C(C=C)(=O)OC (methyl acrylate). The solvent is O (water), CC(=O)C (acetone), O (water), C1(=CC=CC=C1)C (toluene). Run at temperature 100 celsius, time 1 day. Product: C1(CCCCC1)N(C)CCC(P(O)(=O)O)(P(O)(=O)O)O (3-(N-Cyclohexyl-N-methylamino)-1-hydroxy-propane-1,1-diphosphonic acid). As a reaction SMILES: [CH:1]1([NH:7][CH3:8])[CH2:6][CH2:5][CH2:4][CH2:3][CH2:2]1.[C:9]([O:13]C)(=O)[CH:10]=[CH2:11].[P:15]([OH:18])([OH:17])[OH:16].P(Cl)(Cl)Cl>C1(C)C=CC=CC=1.O.CC(C)=O>[CH:1]1([N:7]([CH2:11][CH2:10][C:9]([OH:13])([P:15]([OH:18])(=[O:16])[OH:17])[P:15]([OH:18])(=[O:17])[OH:16])[CH3:8])[CH2:6][CH2:5][CH2:4][CH2:3][CH2:2]1. Procedure: 15 g. 3-N-Cyclohexyl-N-methylaminopropionic acid (prepared from N-cyclohexyl-N-methylamine (commercially available) and methyl acrylate in toluene; yield of ester 76% of theory, m.p. 131°-134° C., yield of acid 92% of theory, m.p. 101°-105° C.) are heated to 80° C. with 13.3 g. phosphorous acid. The melt is mixed with 14.1 ml. phosphorus trichloride and kept at the same temperature for 16 hours. 240 ml. water are then added thereto and the reaction mixture is stirred for 1 day at 100° C. It is t... Starting materials: CC(C)OC(=NC#N)c1ccncc1, CO, NCCSc1ccccc1. Yields the product N#CNC(=NCCSc1ccccc1)c1ccncc1. As a reaction SMILES: [C:1](#[N:2])[N:3]=[C:4]([O:5][CH:6]([CH3:7])[CH3:8])[c:9]1[cH:10][cH:11][n:12][cH:13][cH:14]1.[CH3:25][OH:26].[c:15]1([S:21][CH2:22][CH2:23][NH2:24])[cH:16][cH:17][cH:18][cH:19][cH:20]1>>[C:1](#[N:2])[NH:3][C:4]([c:9]1[cH:10][cH:11][n:12][cH:13][cH:14]1)=[N:24][CH2:23][CH2:22][S:21][c:15]1[cH:16][cH:17][cH:18][cH:19][cH:20]1. Reactants: OCC(=C)[C@@H]1[C@H](C(N1C(CC1=CC=C(C=C1)OC)CC1=CC=C(C=C1)OC)=O)[C@@H](C)OC(=O)OCC1=CC=CC=C1 ((3S,4S)-4-(1-hydroxymethylethenyl)-3-(1-(R)-benzyloxycarbonyloxyethyl)-1-di(p-anisyl)methyl-2-azetidinone), O1CCCC=C1 (dihydropyran), C1(=CC=C(C=C1)S(=O)(=O)O)C (p-toluenesulfonic acid). Run in C(C)(=O)OCC (ethyl acetate), ClCCl (dichloromethane). The product is O1C(CCCC1)OCC(=C)[C@@H]1[C@H](C(N1C(CC1=CC=C(C=C1)OC)CC1=CC=C(C=C1)OC)=O)[C@@H](C)OC(=O)OCC1=CC=CC=C1 ((3S,4S)-4-(1-tetrahydropyranyloxymethylethenyl)-3-(1-(R)-benzyloxycarbonyloxyethyl)-1-di(p-anisyl)methyl-2-azetidinone). Reaction SMILES: [OH:1][CH2:2][C:3]([C@H:5]1[N:8]([CH:9]([CH2:19][C:20]2[CH:25]=[CH:24][C:23]([O:26][CH3:27])=[CH:22][CH:21]=2)[CH2:10][C:11]2[CH:16]=[CH:15][C:14]([O:17][CH3:18])=[CH:13][CH:12]=2)[C:7](=[O:28])[C@@H:6]1[C@H:29]([O:31][C:32]([O:34][CH2:35][C:36]1[CH:41]=[CH:40][CH:39]=[CH:38][CH:37]=1)=[O:33])[CH3:30])=[CH2:4].[O:42]1[CH:47]=[CH:46][CH2:45][CH2:44][CH2:43]1.C1(C)C=CC(S(O)(=O)=O)=CC=1>ClCCl.C(OCC)(=O)C>[O:42]1[CH2:47][CH2:46][CH2:45][CH2:44][CH:43]1[O:1][CH2:2][C:3]([C@H:5]1[N:8]([CH:9]([CH2:19][C:20]2[CH:25]=[CH:24][C:23]([O:26][CH3:27])=[CH:22][CH:21]=2)[CH2:10][C:11]2[CH:12]=[CH:13][C:14]([O:17][CH3:18])=[CH:15][CH:16]=2)[C:7](=[O:28])[C@@H:6]1[C@H:29]([O:31][C:32]([O:34][CH2:35][C:36]1[CH:37]=[CH:38][CH:39]=[CH:40][CH:41]=1)=[O:33])[CH3:30])=[CH2:4]. Procedure: A solution of (3S,4S)-4-(1-hydroxymethylethenyl)-3-(1-(R)-benzyloxycarbonyloxyethyl)-1-di(p-anisyl)methyl-2-azetidinone (106 mg) and dihydropyran (25 mg) in dry dichloromethane (1 ml) was treated with p-toluenesulfonic acid (1 mg) at room temperature for 50 minutes. The reaction mixture was diluted with ethyl acetate, washed with brine and dried over anhydrous sodium sulfate. Filtration and concentration of the filtrate in vacuo gave an oily residue, which was purified by thin-layer chromatograp... Starting materials: O=C([O-])[O-], Cc1ccc(N)cc1Cl, ClCCCI, [Cs+], [Cs+], CN(C)C=O, O. Product: Cc1ccc(NCCCCl)cc1Cl. As a reaction SMILES: [C:15](=[O:16])([O-:17])[O-:18].[CH3:1][c:2]1[cH:3][cH:4][c:5]([NH2:6])[cH:7][c:8]1[Cl:9].[Cl:10][CH2:11][CH2:12][CH2:13][I:14].[Cs+:19].[Cs+:20].[O:21]=[CH:22][N:23]([CH3:24])[CH3:25].[OH2:26]>>[CH3:1][c:2]1[cH:3][cH:4][c:5]([NH:6][CH2:13][CH2:12][CH2:11][Cl:10])[cH:7][c:8]1[Cl:9].